This data is from the Open Reaction Database (ORD), a public repository of structured organic reaction records. The task is: describe an organic reaction: reactants, conditions, products, and yield The reactants are [OH-].[Na+] (sodium hydroxide), C(C)N1C=C(C[C@H](NC(C=CC2=C(C=CC=C2)F)=O)C(=O)OC)C2=CC=CC=C12 (Methyl 1-Ethyl-N-[3-(2-Fluorophenyl)acryloyl]-L-Tryptophanate). Solvent: CO (methanol). Conditions: time 23 hour. Yields the product C(C)N1C=C(C[C@H](NC(C=CC2=C(C=CC=C2)F)=O)C(=O)O)C2=CC=CC=C12 (1-Ethyl-Nα-[3-(2-Fluorophenyl)acryloyl]-L-Tryptophan). The yield is 91.7%. Reaction SMILES: [OH-].[Na+].[CH2:3]([N:5]1[C:31]2[C:26](=[CH:27][CH:28]=[CH:29][CH:30]=2)[C:7]([CH2:8][C@@H:9]([C:22]([O:24]C)=[O:23])[NH:10][C:11](=[O:21])[CH:12]=[CH:13][C:14]2[CH:19]=[CH:18][CH:17]=[CH:16][C:15]=2[F:20])=[CH:6]1)[CH3:4]>CO>[CH2:3]([N:5]1[C:31]2[C:26](=[CH:27][CH:28]=[CH:29][CH:30]=2)[C:7]([CH2:8][C@@H:9]([C:22]([OH:24])=[O:23])[NH:10][C:11](=[O:21])[CH:12]=[CH:13][C:14]2[CH:19]=[CH:18][CH:17]=[CH:16][C:15]=2[F:20])=[CH:6]1)[CH3:4] |f:0.1|. Procedure details: One mol/L of an aqueous sodium hydroxide solution (9.9 mL) was added dropwise to methanol (100 mL) solution of the compound obtained in Example 146 (2.6 g) at room temperature. The mixture was allowed to stir for 23 hours. The reaction mixture was concentrated to a ⅕ volume, added with water, and made acidic with dilute hydrochloric acid. The crystals precipitated were filtered, and washed with water, to give the captioned compound (2.3 g, 93%). The reactants are COC(C(C)(N1C=NC(=C1)[N+](=O)[O-])C)=O (2-Methyl-2-(4-nitro-imidazol-1-yl)-propionic acid methyl ester), FC=1C=C2CCC(CC2=C(C1)F)NC(C(=O)O)CCC (2-(6,8-Difluoro-1,2,3,4-tetrahydro-naphthalen-2-ylamino)-pentanoic acid). Product: COC(C(C)(C)N1C=NC(=C1)NC(C(CCC)NC1CC2=C(C=C(C=C2CC1)F)F)=O)=O (2-{4-[2-(6,8-Difluoro-1,2,3,4-tetrahydro-naphthalen-2-ylamino)-pentanoylamino]-imidazol-1-yl}-2-methyl-propionic acid methyl ester). Reaction SMILES: [CH3:1][O:2][C:3](=[O:15])[C:4]([CH3:14])([N:6]1[CH:10]=[C:9]([N+:11]([O-])=O)[N:8]=[CH:7]1)[CH3:5].[F:16][C:17]1[CH:18]=[C:19]2[C:24](=[C:25]([F:27])[CH:26]=1)[CH2:23][CH:22]([NH:28][CH:29]([CH2:33][CH2:34][CH3:35])[C:30](O)=[O:31])[CH2:21][CH2:20]2>>[CH3:1][O:2][C:3](=[O:15])[C:4]([N:6]1[CH:10]=[C:9]([NH:11][C:30](=[O:31])[CH:29]([NH:28][CH:22]2[CH2:21][CH2:20][C:19]3[C:24](=[C:25]([F:27])[CH:26]=[C:17]([F:16])[CH:18]=3)[CH2:23]2)[CH2:33][CH2:34][CH3:35])[N:8]=[CH:7]1)([CH3:14])[CH3:5]. Reported procedure: 2-Methyl-2-(4-nitro-imidazol-1-yl)-propionic acid methyl ester was reduced and coupled with 2-(6,8-Difluoro-1,2,3,4-tetrahydro-naphthalen-2-ylamino)-pentanoic acid to afford the title compound; MS 449.3 m/z (M+1). Starting materials: OC[C@@H]1CCC(N1)=O ((S)-5-hydroxymethylpyrrolidin-2-one), BrC1=C(C=C(C=C1)C(=O)N1CCN(CC1)C1=NC=C(C=C1C)C)F ((4-bromo-3-fluorophenyl)[4-(3,5-dimethylpyridin-2-yl)piperazin-1-yl]methanone). Yields the product CC=1C(=NC=C(C1)C)N1CCN(CC1)C(=O)C1=CC(=C(C=C1)N1C(CC[C@H]1CO)=O)F ((S)-1-{4-[4-(3,5-dimethylpyridin-2-yl)piperazine-1-carbonyl]-2-fluorophenyl}-5-hydroxymethylpyrrolidin-2-one). The yield is 36.4%. RXN SMILES: [OH:1][CH2:2][C@H:3]1[NH:7][C:6](=[O:8])[CH2:5][CH2:4]1.Br[C:10]1[CH:15]=[CH:14][C:13]([C:16]([N:18]2[CH2:23][CH2:22][N:21]([C:24]3[C:29]([CH3:30])=[CH:28][C:27]([CH3:31])=[CH:26][N:25]=3)[CH2:20][CH2:19]2)=[O:17])=[CH:12][C:11]=1[F:32]>>[CH3:30][C:29]1[C:24]([N:21]2[CH2:22][CH2:23][N:18]([C:16]([C:13]3[CH:14]=[CH:15][C:10]([N:7]4[C@H:3]([CH2:2][OH:1])[CH2:4][CH2:5][C:6]4=[O:8])=[C:11]([F:32])[CH:12]=3)=[O:17])[CH2:19][CH2:20]2)=[N:25][CH:26]=[C:27]([CH3:31])[CH:28]=1. Reported procedure: Using (S)-5-hydroxymethylpyrrolidin-2-one (127 mg) and (4-bromo-3-fluorophenyl)[4-(3,5-dimethylpyridin-2-yl)piperazin-1-yl]methanone (392 mg) described in Preparation Example 125 and by the reaction and treatment in the same manner as in Example 1, the title compound (155 mg) was obtained. The reactants are ClC1=C(C=CC=C1)NC1CCN(CC1)C(CNC(=O)C1=NOC(=C1)C1=C(C=CC=C1)OCC1=CC=CC=C1)=O (5-(2-benzyloxy-phenyl)-isoxazole-3-carboxylic acid {2-[4-(2-chloro-phenylamino)-piperidin-1-yl]-2-oxo-ethyl}-amide). Reagents/catalysts: [Pd] (Pd/C). Solvent: CO (methanol), C1CCOC1 (THF). Conditions: time 1 hour. Product: ClC1=C(C=CC=C1)NC1CCN(CC1)C(CNC(=O)C1=NOC(=C1)C1=C(C=CC=C1)O)=O (5-(2-hydroxy-phenyl)-isoxazole-3-carboxylic acid {2-[4-(2-chloro-phenylamino)-piperidin-1-yl]-2-oxo-ethyl}-amide). Yield: 16.9%. Reaction SMILES: [Cl:1][C:2]1[CH:7]=[CH:6][CH:5]=[CH:4][C:3]=1[NH:8][CH:9]1[CH2:14][CH2:13][N:12]([C:15](=[O:39])[CH2:16][NH:17][C:18]([C:20]2[CH:24]=[C:23]([C:25]3[CH:30]=[CH:29][CH:28]=[CH:27][C:26]=3[O:31]CC3C=CC=CC=3)[O:22][N:21]=2)=[O:19])[CH2:11][CH2:10]1>CO.C1COCC1.[Pd]>[Cl:1][C:2]1[CH:7]=[CH:6][CH:5]=[CH:4][C:3]=1[NH:8][CH:9]1[CH2:14][CH2:13][N:12]([C:15](=[O:39])[CH2:16][NH:17][C:18]([C:20]2[CH:24]=[C:23]([C:25]3[CH:30]=[CH:29][CH:28]=[CH:27][C:26]=3[OH:31])[O:22][N:21]=2)=[O:19])[CH2:11][CH2:10]1. Procedure: To a stirred solution of 5-(2-benzyloxy-phenyl)-isoxazole-3-carboxylic acid {2-[4-(2-chloro-phenylamino)-piperidin-1-yl]-2-oxo-ethyl}-amide (0.142 g, 0.00026 mole) in a mixture of methanol (60 mL) and THF (10 mL) was added 10% Pd/C (0.05 g) and the resulting mixture was stirred under an atmosphere of hydrogen for 1 hour. The mixture was then filtered through celite, the celite was washed with methanol and the organic layers were concentrated under reduced pressure. The resulting residue was recr... Starting materials: CCOC(=O)CCN(CC(=O)OCC)C(=O)OCC, C[Si](C)(C)[N-][Si](C)(C)C, CC(=O)O, Cc1ccccc1, [K+], [Na+], [Na+], [Na+], O, O=P([O-])([O-])[O-]. Product: CCOC(=O)C1C(=O)CCN1C(=O)OCC. RXN SMILES: [CH2:1]([CH3:2])[O:3][C:4](=[O:5])[CH2:6][N:7]([CH2:8][CH2:9][C:10](=[O:11])[O:12][CH2:13][CH3:14])[C:15](=[O:16])[O:17][CH2:18][CH3:19].[CH3:20][Si:21]([CH3:22])([CH3:23])[N-:24][Si:25]([CH3:26])([CH3:27])[CH3:28].[CH3:30][C:31](=[O:32])[OH:33].[CH3:42][c:43]1[cH:44][cH:45][cH:46][cH:47][cH:48]1.[K+:29].[Na+:39].[Na+:40].[Na+:41].[OH2:49].[P:34]([O-:35])([O-:36])([O-:37])=[O:38]>>[CH2:1]([CH3:2])[O:3][C:4](=[O:5])[CH:6]1[N:7]([C:15](=[O:16])[O:17][CH2:18][CH3:19])[CH2:8][CH2:9][C:10]1=[O:11].